From a dataset of the Open Reaction Database (ORD), a public repository of structured organic reaction records. describe an organic reaction: reactants, conditions, products, and yield The reactants are C1(=CC=CC=C1)[Sb](C1=CC=CC=C1)(C1=CC=CC=C1)=O (Triphenyl antimony oxide), OC1=C(C(=O)O)C=CC=C1 (o-hydroxy benzoic acid). Yields the product OC1=C(C(=O)O)C=CC=C1.OC1=C(C(=O)O)C=CC=C1.C1(=CC=CC=C1)[Sb](C1=CC=CC=C1)C1=CC=CC=C1 (triphenyl antimony di(hydroxy benzoic acid)), C(C=1C(O)=CC=CC1)(=O)[O-].C(C=1C(O)=CC=CC1)(=O)[O-].C1(=CC=CC=C1)[Sb+2](C1=CC=CC=C1)C1=CC=CC=C1 (triphenyl antimony disalicylate). RXN SMILES: [C:1]1([Sb:7](=O)([C:14]2[CH:19]=[CH:18][CH:17]=[CH:16][CH:15]=2)[C:8]2[CH:13]=[CH:12][CH:11]=[CH:10][CH:9]=2)[CH:6]=[CH:5][CH:4]=[CH:3][CH:2]=1.[OH:21][C:22]1[CH:30]=[CH:29][CH:28]=[CH:27][C:23]=1[C:24]([OH:26])=[O:25]>>[OH:21][C:22]1[CH:30]=[CH:29][CH:28]=[CH:27][C:23]=1[C:24]([OH:26])=[O:25].[OH:21][C:22]1[CH:30]=[CH:29][CH:28]=[CH:27][C:23]=1[C:24]([OH:26])=[O:25].[C:14]1([Sb:7]([C:1]2[CH:2]=[CH:3][CH:4]=[CH:5][CH:6]=2)[C:8]2[CH:13]=[CH:12][CH:11]=[CH:10][CH:9]=2)[CH:15]=[CH:16][CH:17]=[CH:18][CH:19]=1.[C:24]([O-:26])(=[O:25])[C:23]1[C:22](=[CH:30][CH:29]=[CH:28][CH:27]=1)[OH:21].[C:24]([O-:26])(=[O:25])[C:23]1[C:22](=[CH:30][CH:29]=[CH:28][CH:27]=1)[OH:21].[C:14]1([Sb+2:7]([C:1]2[CH:2]=[CH:3][CH:4]=[CH:5][CH:6]=2)[C:8]2[CH:13]=[CH:12][CH:11]=[CH:10][CH:9]=2)[CH:15]=[CH:16][CH:17]=[CH:18][CH:19]=1 |f:2.3.4,5.6.7|. Procedure details: Triphenyl antimony oxide was reacted with o-hydroxy benzoic acid (salicylic acid) to yield triphenyl antimony di(hydroxy benzoic acid) (or triphenyl antimony disalicylate). ##STR11## Starting materials: BrC1=CC=C(C=C1)C(=O)N1CCN(CC1)C1=C(C=C(C=C1)C)C ((4-bromophenyl)[4-(2,4-dimethylphenyl)piperazin-1-yl]methanone), CC1=C(C=CC(=C1)C)N1CCN(CC1)C(=O)C1=CC=C(C=C1)N1C(N(CC1C)CC1=CC=C(C=C1)OC)=O (3-{4-[4-(2,4-dimethylphenyl)piperazine-1-carbonyl]phenyl}-1-(4-methoxybenzyl)-4-methylimidazolidin-2-one), COC1=CC=C(CN2C(NC(C2)C)=O)C=C1 (1-(4-methoxybenzyl)-4-methylimidazolidin-2-one). The product is CC1=C(C=CC(=C1)C)N1CCN(CC1)C(=O)C1=CC=C(C=C1)N1C(NCC1C)=O (1-{4-[4-(2,4-dimethylphenyl)piperazine-1-carbonyl]phenyl}-5-methylimidazolidin-2-one). Reaction SMILES: BrC1C=CC(C(N2CCN(C3C=CC(C)=CC=3C)CC2)=O)=CC=1.COC1C=CC(CN2CC(C)NC2=O)=CC=1.[CH3:40][C:41]1[CH:46]=[C:45]([CH3:47])[CH:44]=[CH:43][C:42]=1[N:48]1[CH2:53][CH2:52][N:51]([C:54]([C:56]2[CH:61]=[CH:60][C:59]([N:62]3[CH:66]([CH3:67])[CH2:65][N:64](CC4C=CC(OC)=CC=4)[C:63]3=[O:77])=[CH:58][CH:57]=2)=[O:55])[CH2:50][CH2:49]1>>[CH3:40][C:41]1[CH:46]=[C:45]([CH3:47])[CH:44]=[CH:43][C:42]=1[N:48]1[CH2:53][CH2:52][N:51]([C:54]([C:56]2[CH:61]=[CH:60][C:59]([N:62]3[CH:66]([CH3:67])[CH2:65][NH:64][C:63]3=[O:77])=[CH:58][CH:57]=2)=[O:55])[CH2:50][CH2:49]1. Procedure: Using (4-bromophenyl)[4-(2,4-dimethylphenyl)piperazin-1-yl]methanone (149 mg) described in Preparation Example 170 and 1-(4-methoxybenzyl)-4-methylimidazolidin-2-one (106 mg) described in Preparation Example 52 and by the reaction and treatment in the same manner as in Example 506, the title compound (120 mg) was obtained via 3-{4-[4-(2,4-dimethylphenyl)piperazine-1-carbonyl]phenyl}-1-(4-methoxybenzyl)-4-methylimidazolidin-2-one. Reactants: C(C)(=O)N[C@@H](CC1=CC=C(C=C1)O)C(=O)N[C@@H](C(C)C)C(=O)O (N-acetyl-tyrosinyl-valine), C(C)(C)(C)OC(CC(C=O)NC([C@H]1N(CC(C1)OCC1=CC=CC=C1)C(=O)OCC=C)=O)=NNC(=O)N (N—(N-allyloxycarbonyl-4-benzyloxyprolinyl)-3-amino-4-oxobutanoic acid tert-butyl ester semicarbazone), compound H. Yields the product C(C)(C)(C)OC(CC(C=O)NC([C@H]1N(CC(C1)OCC1=CC=CC=C1)C([C@@H](NC([C@@H](NC(C)=O)CC1=CC=C(C=C1)O)=O)C(C)C)=O)=O)=NNC(=O)N (N—(N-Acetyl-tyrosinyl-valinyl-(4-benzyloxyprolinyl))-3-amino-4-oxobutanoic Acid Tert-Butyl Ester Semicarbazone). RXN SMILES: [C:1]([NH:4][C@H:5]([C:14]([NH:16][C@H:17]([C:21]([OH:23])=O)[CH:18]([CH3:20])[CH3:19])=[O:15])[CH2:6][C:7]1[CH:12]=[CH:11][C:10]([OH:13])=[CH:9][CH:8]=1)(=[O:3])[CH3:2].[C:24]([O:28][C:29](=[N:56][NH:57][C:58]([NH2:60])=[O:59])[CH2:30][CH:31]([NH:34][C:35](=[O:55])[C@@H:36]1[CH2:40][CH:39]([O:41][CH2:42][C:43]2[CH:48]=[CH:47][CH:46]=[CH:45][CH:44]=2)[CH2:38][N:37]1C(OCC=C)=O)[CH:32]=[O:33])([CH3:27])([CH3:26])[CH3:25]>>[C:24]([O:28][C:29](=[N:56][NH:57][C:58]([NH2:60])=[O:59])[CH2:30][CH:31]([NH:34][C:35](=[O:55])[C@@H:36]1[CH2:40][CH:39]([O:41][CH2:42][C:43]2[CH:44]=[CH:45][CH:46]=[CH:47][CH:48]=2)[CH2:38][N:37]1[C:21](=[O:23])[C@H:17]([CH:18]([CH3:19])[CH3:20])[NH:16][C:14](=[O:15])[C@H:5]([CH2:6][C:7]1[CH:8]=[CH:9][C:10]([OH:13])=[CH:11][CH:12]=1)[NH:4][C:1](=[O:3])[CH3:2])[CH:32]=[O:33])([CH3:27])([CH3:25])[CH3:26]. Procedure details: The title compound was prepared by reaction of N-acetyl-tyrosinyl-valine and N—(N-allyloxycarbonyl-4-benzyloxyprolinyl)-3-amino-4-oxobutanoic acid tert-butyl ester semicarbazone by reaction conditions reported for compound H, step A.